From a dataset of the Open Reaction Database (ORD), a public repository of structured organic reaction records. describe an organic reaction: reactants, conditions, products, and yield Reactants: C(C1=CC=CC=C1)N(CC1=CC=CC=C1)[C@@H](CC1CCCCC1)[C@H](CCC(C)C)O (2(S)-(N,N-Dibenzylamino)-1-cyclohexyl-3(S)-hydroxy-6-methylheptane), C(=O)[O-].[NH4+] (Ammonium formate). The reagents and catalysts are [C].[Pd] (palladium-carbon). Run in CO (methanol). The product is N[C@@H](CC1CCCCC1)[C@H](CCC(C)C)O (2(S)-amino-1-cyclohexyl-3(S)-hydroxy-6-methylheptane). The yield is 148.1%. RXN SMILES: C([N:8]([C@H:16]([C@@H:24]([OH:30])[CH2:25][CH2:26][CH:27]([CH3:29])[CH3:28])[CH2:17][CH:18]1[CH2:23][CH2:22][CH2:21][CH2:20][CH2:19]1)CC1C=CC=CC=1)C1C=CC=CC=1.C([O-])=O.[NH4+]>CO.[C].[Pd]>[NH2:8][C@H:16]([C@@H:24]([OH:30])[CH2:25][CH2:26][CH:27]([CH3:28])[CH3:29])[CH2:17][CH:18]1[CH2:19][CH2:20][CH2:21][CH2:22][CH2:23]1 |f:1.2,4.5|. Procedure details: 2(S)-(N,N-Dibenzylamino)-1-cyclohexyl-3(S)-hydroxy-6-methylheptane (5 g) was dissolved in methanol (50 ml). Ammonium formate (6.18 g) and then 10% palladium-carbon (50% wet, 0.5 g) were added thereto, and the mixture was vigorously stirred at room temperature. After the completion of the reaction, the reaction mixture was filtered, and the filtrate was concentrated under reduced pressure. Ethyl acetate and water were added to the concentrated residue for extraction. The organic layer was washed ...